From a dataset of the Open Reaction Database (ORD), a public repository of structured organic reaction records. describe an organic reaction: reactants, conditions, products, and yield As a reaction SMILES: [CH2:27]([N+:28]([CH2:29][CH2:30][CH2:31][CH3:32])([CH2:33][CH2:34][CH2:35][CH3:36])[CH2:37][CH2:38][CH2:39][CH3:40])[CH2:41][CH2:42][CH3:43].[Cl:44][CH2:45][Cl:46].[F:12][c:13]1[cH:14][cH:15][c:16]([S:19](=[O:20])(=[O:21])[Cl:22])[cH:17][cH:18]1.[NH2:1][CH2:2][CH2:3][CH2:4][CH2:5][CH2:6][CH2:7][CH2:8][C:9](=[O:10])[OH:11].[Na+:24].[OH-:23].[OH-:26].[OH2:25]>>[NH:1]([CH2:2][CH2:3][CH2:4][CH2:5][CH2:6][CH2:7][CH2:8][C:9](=[O:10])[OH:11])[S:19]([c:16]1[cH:15][cH:14][c:13]([F:12])[cH:18][cH:17]1)(=[O:20])=[O:21]. Yields the product O=C(O)CCCCCCCNS(=O)(=O)c1ccc(F)cc1. The reactants are CCCC[N+](CCCC)(CCCC)CCCC, ClCCl, O=S(=O)(Cl)c1ccc(F)cc1, NCCCCCCCC(=O)O, [Na+], [OH-], [OH-], O. The reactants are C(C)(=O)O (acetic acid), [Si](C1=CC=CC=C1)(C1=CC=CC=C1)(C(C)(C)C)OC1CN(C1)C=1OC=C(N1)C(=O)OCC (3-t-butyldiphenylsilyloxy-1-(4-ethoxycarbonyl-1,3-oxazol-2-yl)azetidine), CN.C[Al](C)C (methylamine trimethylaluminium). The solvent is O (water), C1=CC=CC=C1 (benzene), C1=CC=CC=C1 (benzene). Conditions: time 30 minute. Yields the product [Si](C1=CC=CC=C1)(C1=CC=CC=C1)(C(C)(C)C)OC1CN(C1)C=1OC=C(N1)C(N)=O (3-t-butyldiphenylsilyloxy-1-(4-carbamoyl-1,3-oxazol-2-yl)azetidine). Yield: 52.0%. Reaction SMILES: [Si:1]([O:18][CH:19]1[CH2:22][N:21]([C:23]2[O:24][CH:25]=[C:26]([C:28]([O:30]CC)=O)[N:27]=2)[CH2:20]1)([C:14]([CH3:17])([CH3:16])[CH3:15])([C:8]1[CH:13]=[CH:12][CH:11]=[CH:10][CH:9]=1)[C:2]1[CH:7]=[CH:6][CH:5]=[CH:4][CH:3]=1.C[NH2:34].C[Al](C)C.C(O)(=O)C>C1C=CC=CC=1.O>[Si:1]([O:18][CH:19]1[CH2:20][N:21]([C:23]2[O:24][CH:25]=[C:26]([C:28](=[O:30])[NH2:34])[N:27]=2)[CH2:22]1)([C:14]([CH3:17])([CH3:16])[CH3:15])([C:2]1[CH:7]=[CH:6][CH:5]=[CH:4][CH:3]=1)[C:8]1[CH:13]=[CH:12][CH:11]=[CH:10][CH:9]=1 |f:1.2|. Procedure: To a solution of 3-t-butyldiphenylsilyloxy-1-(4-ethoxycarbonyl-1,3-oxazol-2-yl)azetidine (1.70 g, 3.77 mmol) (obtained as described in Reference Example 21(3)) in benzene (38 ml) was added a solution of 0.67M methylamine-trimethylaluminium in benzene (13.7 ml) at room temperature under an atmosphere of nitrogen, and then the mixture was stirred in water bath (50° C.) for 4 hour. After checking the completion of the reaction, 10% aqueous acetic acid solution (100 ml) was added to the reaction mix... Starting materials: CCI, CCCC[N+](CCCC)(CCCC)CCCC, O=C(c1cc(-c2ccccc2)c(=O)n2c1-c1cc(Cl)ccc1CN2)N1CCOCC1, ClCCl, [Na+], [OH-], O, O=S(=O)([O-])O. The product is CCN1Cc2ccc(Cl)cc2-c2c(C(=O)N3CCOCC3)cc(-c3ccccc3)c(=O)n21. RXN SMILES: [CH2:31]([CH3:32])[I:33].[CH2:45]([N+:46]([CH2:47][CH2:48][CH2:49][CH3:50])([CH2:51][CH2:52][CH2:53][CH3:54])[CH2:55][CH2:56][CH2:57][CH3:58])[CH2:59][CH2:60][CH3:61].[Cl:1][c:2]1[cH:3][cH:4][c:5]2[c:10]([cH:11]1)-[c:9]1[n:8]([c:15](=[O:16])[c:14](-[c:17]3[cH:18][cH:19][cH:20][cH:21][cH:22]3)[cH:13][c:12]1[C:23](=[O:24])[N:25]1[CH2:26][CH2:27][O:28][CH2:29][CH2:30]1)[NH:7][CH2:6]2.[Cl:37][CH2:38][Cl:39].[Na+:35].[OH-:34].[OH2:36].[S:40]([O-:41])([OH:42])(=[O:43])=[O:44]>>[Cl:1][c:2]1[cH:3][cH:4][c:5]2[c:10]([cH:11]1)-[c:9]1[n:8]([c:15](=[O:16])[c:14](-[c:17]3[cH:18][cH:19][cH:20][cH:21][cH:22]3)[cH:13][c:12]1[C:23](=[O:24])[N:25]1[CH2:26][CH2:27][O:28][CH2:29][CH2:30]1)[N:7]([CH2:31][CH3:32])[CH2:6]2.